This data is from the Open Reaction Database (ORD), a public repository of structured organic reaction records. The task is: describe an organic reaction: reactants, conditions, products, and yield Reactants: CCCCOc1cc(O)c(C#N)s1, O=C([O-])[O-], CC#N, [K+], [K+], CCOP(=S)(Cl)OCC. The product is CCCCOc1cc(OP(=S)(OCC)OCC)c(C#N)s1. Reaction SMILES: [C:16](#[N:17])[c:18]1[s:19][c:20]([O:24][CH2:25][CH2:26][CH2:27][CH3:28])[cH:21][c:22]1[OH:23].[C:1](=[O:2])([O-:3])[O-:4].[CH3:29][C:30]#[N:31].[K+:5].[K+:6].[P:7](=[S:8])([O:9][CH2:10][CH3:11])([O:12][CH2:13][CH3:14])[Cl:15]>>[P:7](=[S:8])([O:9][CH2:10][CH3:11])([O:12][CH2:13][CH3:14])[O:23][c:22]1[c:18]([C:16]#[N:17])[s:19][c:20]([O:24][CH2:25][CH2:26][CH2:27][CH3:28])[cH:21]1. Reactants: CCN(CC)CCNC, CSC1=NC(=O)CS1. Product: CCN(CC)CCN(C)C1=NC(=O)CS1. As a reaction SMILES: [CH2:9]([CH3:10])[N:11]([CH2:12][CH2:13][NH:14][CH3:15])[CH2:16][CH3:17].[CH3:1][S:2][C:3]1=[N:7][C:6](=[O:8])[CH2:5][S:4]1>>[C:3]1([N:14]([CH2:13][CH2:12][N:11]([CH2:9][CH3:10])[CH2:16][CH3:17])[CH3:15])=[N:7][C:6](=[O:8])[CH2:5][S:4]1. The reactants are N1=CC(=CC=C1)C1=CC2=C(N=C(N=C2)N)N=C1N (6-Pyridin-3-yl-pyrido[2,3-d]pyrimidine-2,7-diamine), C(C)(C)(C)N=C=O (tert-butyl isocyanate). The product is NC=1N=CC2=C(N1)N=C(C(=C2)C=2C=NC=CC2)NC(=O)NC(C)(C)C (1-(2-Amino-6-pyridin-3-yl-pyrido[2,3-d]pyrimidin-7-yl)-3-tert-butyl-urea). Reaction SMILES: [N:1]1[CH:6]=[CH:5][CH:4]=[C:3]([C:7]2[C:17]([NH2:18])=[N:16][C:10]3[N:11]=[C:12]([NH2:15])[N:13]=[CH:14][C:9]=3[CH:8]=2)[CH:2]=1.[C:19]([N:23]=[C:24]=[O:25])([CH3:22])([CH3:21])[CH3:20]>>[NH2:15][C:12]1[N:13]=[CH:14][C:9]2[CH:8]=[C:7]([C:3]3[CH:2]=[N:1][CH:6]=[CH:5][CH:4]=3)[C:17]([NH:18][C:24]([NH:23][C:19]([CH3:22])([CH3:21])[CH3:20])=[O:25])=[N:16][C:10]=2[N:11]=1. Procedure: By following the procedure of Example 2, 0.30 g of 2,7-diamino-6-(3-pyridyl)-pyrido[2,3-d]pyrimidine from Example 107 was reacted with 0.16 mL of tert-butyl isocyanate. The product was purified by medium pressure chromatography using silica gel and eluting with 90:10:1EtOAc:MeOH:TEA to afford the title compound; mp >300° C.; CIMS (1% ammonia in methane): m/z (relative intensity) 338 (MH+ +1, 8), 339 (MH+ +2, 1), 84 (100). The reactants are C(C)(=O)O (acetic acid), ClC=1C(=CC(=C(C1)O)[N+](=O)[O-])C(F)(F)F (5-chloro-2-nitro-4-trifluoromethylphenol), C(C)(=O)OCC (ethyl acetate). The reagents and catalysts are [Fe] (iron). Solvent: O (water), O (water). Reaction conditions: time 30 minute. Product: NC1=C(C=C(C(=C1)C(F)(F)F)Cl)O (2-amino-5-chloro-4-trifluoromethylphenol). Yield: 81.7%. Reaction SMILES: [Cl:1][C:2]1[C:3]([C:12]([F:15])([F:14])[F:13])=[CH:4][C:5]([N+:9]([O-])=O)=[C:6]([OH:8])[CH:7]=1.C(OCC)(=O)C.C(O)(=O)C>[Fe].O>[NH2:9][C:5]1[CH:4]=[C:3]([C:12]([F:13])([F:14])[F:15])[C:2]([Cl:1])=[CH:7][C:6]=1[OH:8]. Reported procedure: A mixture of 7.55 g of 5-chloro-2-nitro-4-trifluoromethylphenol and 10 ml of ethyl acetate was added dropwise to a mixture, which was heated to 80° C., of 8.7 g of electrolytic iron, 30 ml of acetic acid and 50 ml of water, and then the reaction mixture was stirred at the same temperature for 30 minutes. The mixture was cooled to room temperature, and then water was added, followed by extraction with ethyl acetate. The combined organic layers were washed with water, a saturated aqueous solution ... Reactants: C(C1=CC=CC=C1)(=O)C1=C(C(=O)O)C=CC=C1 (o-benzoyl benzoic acid), Cl.NO (hydroxylamine hydrochloride), Cl (HCl). The solvent is N1=CC=CC=C1 (pyridine). Product: C1(=CC=CC=C1)C1=NOC(C2=C1C=CC=C2)=O (4-Phenylbenzo[d]1,2-oxazin-1-one). RXN SMILES: [C:1]([C:9]1[CH:17]=[CH:16][CH:15]=[CH:14][C:10]=1[C:11]([OH:13])=[O:12])(=O)[C:2]1[CH:7]=[CH:6][CH:5]=[CH:4][CH:3]=1.Cl.[NH2:19]O.Cl>N1C=CC=CC=1>[C:2]1([C:1]2[C:9]3[CH:17]=[CH:16][CH:15]=[CH:14][C:10]=3[C:11](=[O:12])[O:13][N:19]=2)[CH:7]=[CH:6][CH:5]=[CH:4][CH:3]=1 |f:1.2|. Procedure details: A mixture of o-benzoyl benzoic acid (0.01 mol) and hydroxylamine hydrochloride (0.01 mol) is refluxed in pyridine (40 ml) for 3 hours, is cooled, and is poured over ice-cold dilute-HCl. The separated solid is filtered off, is dried and is crystallized from ethanol to give the title compound. Reactants: Clc1nc2nc(Br)nn2cc1-c1ccccc1, COCCOC, O=Cc1ccc(B(O)O)cc1, ClCCl, [Na+], [Na+], O=C([O-])[O-], O. Yields the product O=Cc1ccc(-c2nc3nc(Br)nn3cc2-c2ccccc2)cc1. As a reaction SMILES: [Br:1][c:2]1[n:3][n:4]2[c:5]([n:6][c:7]([Cl:16])[c:8](-[c:10]3[cH:11][cH:12][cH:13][cH:14][cH:15]3)[cH:9]2)[n:17]1.[CH3:35][O:36][CH2:37][CH2:38][O:39][CH3:40].[CH:18](=[O:19])[c:20]1[cH:21][cH:22][c:23]([B:26]([OH:27])[OH:28])[cH:24][cH:25]1.[Cl:42][CH2:43][Cl:44].[Na+:29].[Na+:30].[O-:31][C:32](=[O:33])[O-:34].[OH2:41]>>[Br:1][c:2]1[n:3][n:4]2[c:5]([n:6][c:7](-[c:23]3[cH:22][cH:21][c:20]([CH:18]=[O:19])[cH:25][cH:24]3)[c:8](-[c:10]3[cH:11][cH:12][cH:13][cH:14][cH:15]3)[cH:9]2)[n:17]1. Reactants: BrC=1C=C(C(=NC1)NC=1SC=C(N1)C1CCN(CC1)C(C)=O)OC1=CC=CC=C1 (1-(4-(2-(5-Bromo-3-phenoxypyridin-2-ylamino)thiazol-4-yl)piperidin-1-yl)ethanone), C1(=CC=CC=C1)P(C1=CC=CC=2C(C3=CC=CC(=C3OC12)P(C1=CC=CC=C1)C1=CC=CC=C1)(C)C)C1=CC=CC=C1 (4,5-bis(diphenylphosphino)-9,9-dimethyl-9H-xanthene), SCCC(=O)OC (methyl 3-mercaptopropanoate), C(C)N(C(C)C)C(C)C (N-ethyl-N-isopropylpropan-2-amine). The reagents and catalysts are C=1C=CC(=CC1)/C=C/C(=O)/C=C/C2=CC=CC=C2.C=1C=CC(=CC1)/C=C/C(=O)/C=C/C2=CC=CC=C2.C=1C=CC(=CC1)/C=C/C(=O)/C=C/C2=CC=CC=C2.[Pd].[Pd] (Pd2dba3). Run in O1CCOCC1 (dioxane). Conditions: temperature 95 celsius. Yields the product C(C)(=O)N1CCC(CC1)C=1N=C(SC1)NC1=C(C=C(C=N1)SCCC(=O)OC)OC1=CC=CC=C1 (methyl 3-(6-(4-(1-acetylpiperidin-4-yl)thiazol-2-ylamino)-5-phenoxypyridin-3-ylthio)propanoate). Reaction SMILES: Br[C:2]1[CH:3]=[C:4]([O:23][C:24]2[CH:29]=[CH:28][CH:27]=[CH:26][CH:25]=2)[C:5]([NH:8][C:9]2[S:10][CH:11]=[C:12]([CH:14]3[CH2:19][CH2:18][N:17]([C:20](=[O:22])[CH3:21])[CH2:16][CH2:15]3)[N:13]=2)=[N:6][CH:7]=1.C1(P(C2C=CC=CC=2)C2C3OC4C(=CC=CC=4P(C4C=CC=CC=4)C4C=CC=CC=4)C(C)(C)C=3C=CC=2)C=CC=CC=1.[SH:72][CH2:73][CH2:74][C:75]([O:77][CH3:78])=[O:76].C(N(C(C)C)C(C)C)C>C1C=CC(/C=C/C(/C=C/C2C=CC=CC=2)=O)=CC=1.C1C=CC(/C=C/C(/C=C/C2C=CC=CC=2)=O)=CC=1.C1C=CC(/C=C/C(/C=C/C2C=CC=CC=2)=O)=CC=1.[Pd].[Pd].O1CCOCC1>[C:20]([N:17]1[CH2:18][CH2:19][CH:14]([C:12]2[N:13]=[C:9]([NH:8][C:5]3[N:6]=[CH:7][C:2]([S:72][CH2:73][CH2:74][C:75]([O:77][CH3:78])=[O:76])=[CH:3][C:4]=3[O:23][C:24]3[CH:29]=[CH:28][CH:27]=[CH:26][CH:25]=3)[S:10][CH:11]=2)[CH2:15][CH2:16]1)(=[O:22])[CH3:21] |f:4.5.6.7.8|. Procedure: A mixture of 1-(4-(2-(5-Bromo-3-phenoxypyridin-2-ylamino)thiazol-4-yl)piperidin-1-yl)ethanone (40.0 g, 84.5 mmol), 4,5-bis(diphenylphosphino)-9,9-dimethyl-9H-xanthene (2.44 g, 4.22 mmol), Pd2dba3 (1.93 g, 2.11 mmol), methyl 3-mercaptopropanoate (18.7 mL, 169 mmol), N-ethyl-N-isopropylpropan-2-amine (15.4 mL, 88.7 mmol), and dioxane (250 mL) was heated to 95° C. under nitrogen for 2 hours. The reaction was cooled to ambient temperature and the resultant solids were filtered through celite washing... Reactants: [BH4-], O=Cc1cc(Br)ccc1OCc1ccccc1, CC(=O)O, CCO, CCOC(=O)c1ccc(CN)cc1, [Na+], O. Product: CCOC(=O)c1ccc(CNCc2cc(Br)ccc2OCc2ccccc2)cc1. As a reaction SMILES: [BH4-:31].[CH2:1]([c:2]1[cH:3][cH:4][cH:5][cH:6][cH:7]1)[O:8][c:9]1[c:10]([CH:11]=[O:12])[cH:13][c:14]([Br:17])[cH:15][cH:16]1.[CH3:33][C:34](=[O:35])[OH:36].[CH3:37][CH2:38][OH:39].[NH2:18][CH2:19][c:20]1[cH:21][cH:22][c:23]([C:24](=[O:25])[O:26][CH2:27][CH3:28])[cH:29][cH:30]1.[Na+:32].[OH2:40]>>[CH2:1]([c:2]1[cH:3][cH:4][cH:5][cH:6][cH:7]1)[O:8][c:9]1[c:10]([CH2:11][NH:18][CH2:19][c:20]2[cH:21][cH:22][c:23]([C:24](=[O:25])[O:26][CH2:27][CH3:28])[cH:29][cH:30]2)[cH:13][c:14]([Br:17])[cH:15][cH:16]1.